Task: describe an organic reaction: reactants, conditions, products, and yield. Dataset: the Open Reaction Database (ORD), a public repository of structured organic reaction records Starting materials: COC1=C(C(=CC=C1)OC)C1CC(CC(N1)=O)C (6-(2,6-dimethoxyphenyl)-4-methylpiperidin-2-one), BrCC1=CC=C(C=C1)OC(F)(F)F (1-(bromomethyl)-4-(trifluoromethoxy)benzene). Yields the product COC1=C(C(=CC=C1)OC)C1CC(CC(N1CC1=CC=C(C=C1)OC(F)(F)F)=O)C (6-(2,6-dimethoxyphenyl)-4-methyl-1-(4-(trifluoromethoxy)benzyl)piperidin-2-one). RXN SMILES: [CH3:1][O:2][C:3]1[CH:8]=[CH:7][CH:6]=[C:5]([O:9][CH3:10])[C:4]=1[CH:11]1[NH:16][C:15](=[O:17])[CH2:14][CH:13]([CH3:18])[CH2:12]1.Br[CH2:20][C:21]1[CH:26]=[CH:25][C:24]([O:27][C:28]([F:31])([F:30])[F:29])=[CH:23][CH:22]=1>>[CH3:1][O:2][C:3]1[CH:8]=[CH:7][CH:6]=[C:5]([O:9][CH3:10])[C:4]=1[CH:11]1[N:16]([CH2:20][C:21]2[CH:26]=[CH:25][C:24]([O:27][C:28]([F:29])([F:30])[F:31])=[CH:23][CH:22]=2)[C:15](=[O:17])[CH2:14][CH:13]([CH3:18])[CH2:12]1. Procedure: Prepared according to the described general procedure 4 (GP4) by reaction of 6-(2,6-dimethoxyphenyl)-4-methylpiperidin-2-one with commercially available 1-(bromomethyl)-4-(trifluoromethoxy)benzene. Subsequent purification by preparative HPLC afforded the target compound. LC-MS (conditions D): tR=1.13 min.; [M+H]+: 423.91 g/mol.